Task: describe an organic reaction: reactants, conditions, products, and yield. Dataset: the Open Reaction Database (ORD), a public repository of structured organic reaction records Reactants: C(\C=C\C(=O)O)(=O)O.S1C2=C(C=C1)C=C(C=C2)C2CN(CC1=CC(=CC=C21)OC)C ((+)-4-benzo[b]thiophen-5-yl-7-methoxy-2-methyl-1,2,3,4-tetrahydroisoquinoline, Fumarate Salt), S(=O)(=O)(C)O (MsOH), [OH-].[Na+] (NaOH), ice. Run in C(Cl)Cl (CH2Cl2). Run at time 15 minute. Yields the product S1C2=C(C=C1)C=C(C=C2)C2CN(CC1=CC(=CC=C21)OC)C (4-benzo[b]thiophen-5-yl-7-methoxy-2-methyl-1,2,3,4-tetrahydroisoquinoline). Isolated yield 52.8%. RXN SMILES: C(O)(=O)/C=C/C(O)=O.[S:9]1[CH:13]=[CH:12][C:11]2[CH:14]=[C:15]([CH:18]3[C:27]4[C:22](=[CH:23][C:24]([O:28][CH3:29])=[CH:25][CH:26]=4)[CH2:21][N:20]([CH3:30])[CH2:19]3)[CH:16]=[CH:17][C:10]1=2.S(O)(C)(=O)=O.[OH-].[Na+]>C(Cl)Cl>[S:9]1[CH:13]=[CH:12][C:11]2[CH:14]=[C:15]([CH:18]3[C:27]4[C:22](=[CH:23][C:24]([O:28][CH3:29])=[CH:25][CH:26]=4)[CH2:21][N:20]([CH3:30])[CH2:19]3)[CH:16]=[CH:17][C:10]1=2 |f:0.1,3.4|. Procedure details: To a solution of the product obtained from Step E (25.0 g, 76.5 mmol) in CH2Cl2 (500 mL) was added MsOH (74 g, 770 mmol) slowly at room temperature. The solution was stirred at room temperature for 15 minutes. The mixture was slowly added to an ice-cooled NaOH solution (2 N, 500 mL). The organic layer was separated, and the aqueous layer was extracted with dichloromethane (200 mL) one more time. The organic layers were combined, washed with water (500 mL) and brine 300 mL), dried (Na2SO4) and co... The reactants are [BH3-]C#N, CCc1ccc(C(O)c2ccccc2OC)cc1, C[Si](C)(C)Cl, CC#N, [Na+]. Yields the product CCc1ccc(Cc2ccccc2OC)cc1. As a reaction SMILES: [C:19]([BH3-:20])#[N:21].[CH2:1]([CH3:2])[c:3]1[cH:4][cH:5][c:6]([CH:9]([OH:10])[c:11]2[c:12]([O:17][CH3:18])[cH:13][cH:14][cH:15][cH:16]2)[cH:7][cH:8]1.[CH3:23][Si:24]([Cl:25])([CH3:26])[CH3:27].[CH3:28][C:29]#[N:30].[Na+:22]>>[CH2:1]([CH3:2])[c:3]1[cH:4][cH:5][c:6]([CH2:9][c:11]2[c:12]([O:17][CH3:18])[cH:13][cH:14][cH:15][cH:16]2)[cH:7][cH:8]1. Reactants: CC1=C(C#N)C(c2ccc(C#N)cc2)n2nc(NCC(=O)OC(C)(C)C)nc2N1c1cccc(C(F)(F)F)c1, ClCCl, O=C(O)C(F)(F)F. The product is CC1=C(C#N)C(c2ccc(C#N)cc2)n2nc(NCC(=O)O)nc2N1c1cccc(C(F)(F)F)c1. RXN SMILES: [C:1](#[N:2])[C:3]1=[C:4]([CH3:39])[N:5]([c:29]2[cH:30][c:31]([C:35]([F:36])([F:37])[F:38])[cH:32][cH:33][cH:34]2)[c:6]2[n:7]([n:17][c:18]([NH:20][CH2:21][C:22](=[O:23])[O:24][C:25]([CH3:26])([CH3:27])[CH3:28])[n:19]2)[CH:8]1[c:9]1[cH:10][cH:11][c:12]([C:15]#[N:16])[cH:13][cH:14]1.[Cl:47][CH2:48][Cl:49].[OH:40][C:41]([C:42]([F:43])([F:44])[F:45])=[O:46]>>[C:1](#[N:2])[C:3]1=[C:4]([CH3:39])[N:5]([c:29]2[cH:30][c:31]([C:35]([F:36])([F:37])[F:38])[cH:32][cH:33][cH:34]2)[c:6]2[n:7]([n:17][c:18]([NH:20][CH2:21][C:22](=[O:23])[OH:24])[n:19]2)[CH:8]1[c:9]1[cH:10][cH:11][c:12]([C:15]#[N:16])[cH:13][cH:14]1. Starting materials: O=C([O-])O, CCO, O=[N+]([O-])c1ccc(F)cc1, NCC(=O)O, [Na+], [Na+], [OH-], O. Yields the product O=C(O)CNc1ccc([N+](=O)[O-])cc1. As a reaction SMILES: [C:8](=[O:9])([OH:10])[O-:11].[CH3:24][CH2:25][OH:26].[F:13][c:14]1[cH:15][cH:16][c:17]([N+:20](=[O:21])[O-:22])[cH:18][cH:19]1.[NH2:1][CH2:2][C:3]([OH:4])=[O:5].[Na+:12].[Na+:7].[OH-:6].[OH2:23]>>[NH:1]([CH2:2][C:3]([OH:4])=[O:5])[c:14]1[cH:15][cH:16][c:17]([N+:20](=[O:21])[O-:22])[cH:18][cH:19]1. The reactants are C(C)(C)(C)OC(=O)N1[C@@H](CCC1)C(N(C)C1CC1)=O ((S)-2-(cyclopropyl-methyl-carbamoyl)-pyrrolidine-1-carboxylic acid tert-butyl ester), C(=O)(C(F)(F)F)O (TFA). Run in C(Cl)Cl (DCM). Product: C1(CC1)CNC(=O)[C@H]1NCCC1 ((S)-pyrrolidine-2-carboxylic acid cyclopropylmethyl-amide). RXN SMILES: C(OC([N:8]1[CH2:12][CH2:11][CH2:10][C@H:9]1[C:13](=[O:19])[N:14]([CH:16]1[CH2:18][CH2:17]1)C)=O)(C)(C)C.[C:20](O)(C(F)(F)F)=O>C(Cl)Cl>[CH:18]1([CH2:16][NH:14][C:13]([C@@H:9]2[CH2:10][CH2:11][CH2:12][NH:8]2)=[O:19])[CH2:17][CH2:20]1. Reported procedure: A solution of (S)-2-(cyclopropyl-methyl-carbamoyl)-pyrrolidine-1-carboxylic acid tert-butyl ester in 50% TFA in DCM was stirred at rt for 4 hours. The reaction was concentrated and purified to give (S)-pyrrolidine-2-carboxylic acid cyclopropylmethyl-amide. The reactants are eluent, CCN=C=NCCCN(C)C (EDCI), ice water, C(CCCCCCC\C=C/C\C=C/CCCCC)(=O)O (linoleic acid), CN(CC(CO)O)C (3-(dimethylamino)-1,2-propanediol), CCOC(=O)C (EtOAc). The solvent is hexanes, CN(C)C=O (DMF), C(C)(C)N(CC)C(C)C (diisopropyl ethylamine). The product is CN(CC(COC(CCCCCCCC=CCC=CCCCCC)=O)OC(CCCCCCCC=CCC=CCCCCC)=O)C (Octadeca-9,12-dienoic acid 3-dimethylamino-2-octadeca-9,12-dienoyloxy-propyl ester), liquid. Isolated yield 22.0%. RXN SMILES: [C:1]([OH:20])(=[O:19])[CH2:2][CH2:3][CH2:4][CH2:5][CH2:6][CH2:7][CH2:8]/[CH:9]=[CH:10]\[CH2:11]/[CH:12]=[CH:13]\[CH2:14][CH2:15][CH2:16][CH2:17][CH3:18].[CH3:21][N:22]([CH3:28])[CH2:23][CH:24]([OH:27])[CH2:25]O.CCN=C=N[CH2:34][CH2:35][CH2:36]N(C)C.CCO[C:43]([CH3:45])=[O:44]>CN(C=O)C.C(N(C(C)C)CC)(C)C>[CH3:21][N:22]([CH3:28])[CH2:23][CH:24]([O:27][C:43](=[O:44])[CH2:45][CH2:13][CH2:12][CH2:11][CH2:10][CH2:9][CH2:8][CH:7]=[CH:6][CH2:5][CH:4]=[CH:3][CH2:2][CH2:1][CH2:36][CH2:35][CH3:34])[CH2:25][O:19][C:1](=[O:20])[CH2:2][CH2:3][CH2:4][CH2:5][CH2:6][CH2:7][CH2:8][CH:9]=[CH:10][CH2:11][CH:12]=[CH:13][CH2:14][CH2:15][CH2:16][CH2:17][CH3:18]. Procedure details: To a solution of the linoleic acid (25 g, 89.1 mmol) in anhydrous DMF (60 mL), diisopropyl ethylamine (17 mL, 100 mml) was added at room temperature with stirring followed by 3-(dimethylamino)-1,2-propanediol (4.8 g, 40.5 mmol) and EDCI (17.25 g, 89.9 mmol) and the mixture was stirred at room temperature overnight. The TLC of the reaction mixture (eluent 20% EtOAc in hexanes) showed the completion of the reaction. The reaction mixture was poured into ice water and extracted with ethyl acetate (2... Starting materials: FC=1C=C(C=CC1)C=1C=CC=2N=CN=C(C2N1)N (6-(3-fluorophenyl)pyrido[3,2-d]pyrimidin-4-amine), [H-].[Na+] (sodium hydride), oil, ICC (iodoethane). As a reaction SMILES: [F:1][C:2]1[CH:3]=[C:4]([C:8]2[CH:9]=[CH:10][C:11]3[N:12]=[CH:13][N:14]=[C:15]([NH2:18])[C:16]=3[N:17]=2)[CH:5]=[CH:6][CH:7]=1.[H-].[Na+].I[CH2:22][CH3:23]>>[F:1][C:2]1[CH:3]=[C:4]([C:8]2[CH:9]=[CH:10][C:11]3[N:12]=[CH:13][N:14]=[C:15]([NH:18][CH2:22][CH3:23])[C:16]=3[N:17]=2)[CH:5]=[CH:6][CH:7]=1 |f:1.2|. Product: FC=1C=C(C=CC1)C=1C=CC=2N=CN=C(C2N1)NCC (6-(3-fluorophenyl)-N-ethylpyrido[3,2-d]pyrimidin-4-amine). Procedure: Following the same reaction and purification procedure, the amine 1 (150 mg, 0.62 mmol) was treated with sodium hydride 60% dispersion in mineral oil (37 mg, 0.94 mmol) and iodoethane (0.05 mL, 0.62 mmol) to provide 6-(3-fluorophenyl)-N-ethylpyrido[3,2-d]pyrimidin-4-amine 29. Reactants: O=C([O-])[O-], CCC(C)=O, CC(C)(C(=O)CCl)C1OCCO1, [K+], [K+], c1nc[nH]n1. Yields the product CC(C)(C(=O)Cn1cncn1)C1OCCO1. Reaction SMILES: [C:18](=[O:19])([O-:20])[O-:21].[CH2:24]([C:25]([CH3:26])=[O:27])[CH3:28].[Cl:1][CH2:2][C:3]([C:4]([CH3:5])([CH3:6])[CH:7]1[O:8][CH2:9][CH2:10][O:11]1)=[O:12].[K+:22].[K+:23].[nH:13]1[n:14][cH:15][n:16][cH:17]1>>[CH2:2]([C:3]([C:4]([CH3:5])([CH3:6])[CH:7]1[O:8][CH2:9][CH2:10][O:11]1)=[O:12])[n:13]1[n:14][cH:15][n:16][cH:17]1. The reactants are CS(=O)(=O)Cl (Methanesulfonyl chloride), NC1=CC=C(OCC=C)C=C1 (3-[(4-amino)phenoxy]-1-propene), ice water. Solvent: N1=CC=CC=C1 (pyridine). Run at time 72 hour. The product is C(C=C)OC1=CC=C(C=C1)NS(=O)(=O)C (N-[4-(2-Propeneoxy)phenyl]methanesulfonamide). Reaction SMILES: [CH3:1][S:2](Cl)(=[O:4])=[O:3].[NH2:6][C:7]1[CH:16]=[CH:15][C:10]([O:11][CH2:12][CH:13]=[CH2:14])=[CH:9][CH:8]=1>N1C=CC=CC=1>[CH2:12]([O:11][C:10]1[CH:15]=[CH:16][C:7]([NH:6][S:2]([CH3:1])(=[O:4])=[O:3])=[CH:8][CH:9]=1)[CH:13]=[CH2:14]. Reported procedure: Methanesulfonyl chloride (5.06 mL, 65.32 mmol) was added to a stirred solution of 3-[(4-amino)phenoxy]-1-propene (8.11 g, 54.43 mmol) in pyridine (80 mL) at 0° C. The mixture was stirred for 72 hours and was then poured slowly into ice-water and extracted with ether. The organic phase was washed with cold 1N HCl and was then extracted with 1N NaOH solution. The aqueous phase was acidified and the product (9.05 g, 73%) precipitated out as a white solid.